Dataset: the Open Reaction Database (ORD), a public repository of structured organic reaction records. Task: describe an organic reaction: reactants, conditions, products, and yield The reactants are [H-].[Al+3].[Li+].[H-].[H-].[H-] (lithium aluminium hydride), C(C)(C)(C)OC(=O)N1C(OC[C@H]1C=CCCC(=O)OCC)(C)C ((4R)-4-(4'-ethoxycarbonylbutenyl)-2,2-dimethyloxazolidine-3-carboxylic acid tert.-butyl ester), S(=O)(=O)(O)[O-].[K+] (potassium hydrogen sulphate). Run in C(C)OCC (diethyl ether), O (water). Run at time 3 hour. Yields the product C(C)(C)(C)OC(=O)N1C(OC[C@H]1C=CCCCO)(C)C ((4R)-2,2-dimethyl-4-(5'-hydroxypentenyl)-oxazolidine-3-carboxylic acid tert.-butyl ester). Isolated yield 90.8%. Reaction SMILES: [H-].[Al+3].[Li+].[H-].[H-].[H-].[C:7]([O:11][C:12]([N:14]1[C@H:18]([CH:19]=[CH:20][CH2:21][CH2:22][C:23](OCC)=[O:24])[CH2:17][O:16][C:15]1([CH3:29])[CH3:28])=[O:13])([CH3:10])([CH3:9])[CH3:8].S([O-])(O)(=O)=O.[K+]>C(OCC)C.O>[C:7]([O:11][C:12]([N:14]1[C@H:18]([CH:19]=[CH:20][CH2:21][CH2:22][CH2:23][OH:24])[CH2:17][O:16][C:15]1([CH3:29])[CH3:28])=[O:13])([CH3:10])([CH3:9])[CH3:8] |f:0.1.2.3.4.5,7.8|. Procedure: 2.7 g of lithium aluminium hydride are added in portions at 0°-2° to a solution of 23.5 g of 2 according to b) in 550 ml of absolute diethyl ether. After stirring at 0°-2° for 3 hours, a solution of 25 g of potassium hydrogen sulphate in 250 ml of water is added dropwise with cooling. The mixture is filtered through Celite® and washed thoroughly with diethyl ether. The organic phase is washed twice with 200 ml of 1 N hydrochloric acid each time and twice with 250 ml of 10% sodium bicarbonate sol... Starting materials: COC(=O)C1CN(C1)C1=CC=C(C=C1)C=NO (1-[4-(hydroxyimino-methyl)-phenyl]-azetidine-3-carboxylic acid methyl ester), ClN1C(CCC1=O)=O (N-chloro succinimide), ClC1=C(C(=CC(=C1)C(=C)C(F)(F)F)Cl)Cl (1,2,3-trichloro-5-(1-trifluoromethyl-vinyl)benzene), C(O)([O-])=O.[K+] (potassium hydrogen carbonate). Run in CN(C)C=O (DMF). Run at temperature 0 celsius, time 1 hour. Yields the product COC(=O)C1CN(C1)C1=CC=C(C=C1)C1=NOC(C1)(C(F)(F)F)C1=CC(=C(C(=C1)Cl)Cl)Cl (1-{4-[5-(3,4,5-trichloro-phenyl)-5-trifluoromethyl-4,5-dihydro-isoxazol-3-yl]-phenyl}-azetidine-3-carboxylic acid methyl ester). Yield: 37.3%. As a reaction SMILES: [CH3:1][O:2][C:3]([CH:5]1[CH2:8][N:7]([C:9]2[CH:14]=[CH:13][C:12]([CH:15]=[N:16][OH:17])=[CH:11][CH:10]=2)[CH2:6]1)=[O:4].ClN1C(=O)CCC1=O.C(=O)([O-])O.[K+].[Cl:31][C:32]1[CH:37]=[C:36]([C:38]([C:40]([F:43])([F:42])[F:41])=[CH2:39])[CH:35]=[C:34]([Cl:44])[C:33]=1[Cl:45]>CN(C=O)C>[CH3:1][O:2][C:3]([CH:5]1[CH2:8][N:7]([C:9]2[CH:14]=[CH:13][C:12]([C:15]3[CH2:39][C:38]([C:36]4[CH:35]=[C:34]([Cl:44])[C:33]([Cl:45])=[C:32]([Cl:31])[CH:37]=4)([C:40]([F:43])([F:42])[F:41])[O:17][N:16]=3)=[CH:11][CH:10]=2)[CH2:6]1)=[O:4] |f:2.3|. Reported procedure: To a stirred solution of 1-[4-(hydroxyimino-methyl)-phenyl]-azetidine-3-carboxylic acid methyl ester (Preparation 10, 2.36 g, 10.08 mmol) in DMF (25 mL) was added N-chloro succinimide (1.48 g, 11.09 mmol) at 0° C. Resulting reaction mixture was stirred at 0° C. for 1 hour and then at 10° C. for 1 hour. After complete consumption of starting material to chloro intermediate (red colored reaction mixture) potassium hydrogen carbonate (1.51 g, 15.12 mmol, 1.5 eq.) was added followed by of 1,2,3-tric... Reactants: C(=O)(OCC)C=P(C1=CC=CC=C1)(C1=CC=CC=C1)C1=CC=CC=C1 (Carboethoxymethylenetriphenylphosphorane), ClC1=CC(=C(C=C1OC1=NC=CC=N1)NN=CC(C(F)(F)F)=O)F (3,3,3-trifluoro-2-oxopropanal 4-chloro-2-fluoro-5-(pyrimidyloxy)-phenylhydrazone). The solvent is C1(=CC=CC=C1)C (toluene). Yields the product ClC1=CC(=C(C=C1OC1=NC=CC=N1)N1N=CC(=CC1=O)C(F)(F)F)F (2-[4-Chloro-2-fluoro-5-(pyrimidyloxy)phenyl]-5-trifluoromethyl-3-pyridazinone). Yield: 76.9%. Reaction SMILES: [C:1]([CH:6]=P(C1C=CC=CC=1)(C1C=CC=CC=1)C1C=CC=CC=1)(OCC)=[O:2].[Cl:26][C:27]1[C:32]([O:33][C:34]2[N:39]=[CH:38][CH:37]=[CH:36][N:35]=2)=[CH:31][C:30]([NH:40][N:41]=[CH:42][C:43](=O)[C:44]([F:47])([F:46])[F:45])=[C:29]([F:49])[CH:28]=1>C1(C)C=CC=CC=1>[Cl:26][C:27]1[C:32]([O:33][C:34]2[N:39]=[CH:38][CH:37]=[CH:36][N:35]=2)=[CH:31][C:30]([N:40]2[C:1](=[O:2])[CH:6]=[C:43]([C:44]([F:47])([F:46])[F:45])[CH:42]=[N:41]2)=[C:29]([F:49])[CH:28]=1. Procedure details: Carboethoxymethylenetriphenylphosphorane (0.235 g) was added to a suspension of 3,3,3-trifluoro-2-oxopropanal 4-chloro-2-fluoro-5-(pyrimidyloxy)-phenylhydrazone (0.122 g) in toluene (15.0 ml) and the mixture was heated at reflux for 1 hour. The solvent was removed under reduced pressure and the residue chromatographed on silica gel to give the titled compound (0.10 g) mp=156-60° C. 1H NMR (CDCl3, TMS): 7.11(1H, br t), 7.32(1H, m), 7.42(1H, d, J=6.9 Hz), 7.43(1H, d J=9.0 Hz), 8.05(1H, br d), 8.58... Starting materials: C[S+](C)(C)=O, CS(C)=O, [H-], [I-], [Na+], CC(=O)CN1CCN(C(=O)OCc2ccccc2)CC1, O. Reaction SMILES: [CH3:2][S+:3]([CH3:4])([CH3:5])=[O:6].[CH3:30][S:31]([CH3:32])=[O:33].[H-:7].[I-:1].[Na+:8].[O:9]=[C:10]([CH2:11][N:12]1[CH2:13][CH2:14][N:15]([C:18](=[O:19])[O:20][CH2:21][c:22]2[cH:23][cH:24][cH:25][cH:26][cH:27]2)[CH2:16][CH2:17]1)[CH3:28].[OH2:29]>>[CH2:2]1[O:9][C:10]1([CH2:11][N:12]1[CH2:13][CH2:14][N:15]([C:18](=[O:19])[O:20][CH2:21][c:22]2[cH:23][cH:24][cH:25][cH:26][cH:27]2)[CH2:16][CH2:17]1)[CH3:28]. The product is CC1(CN2CCN(C(=O)OCc3ccccc3)CC2)CO1. The reactants are FC(C(=O)OCC)F (Ethyl difluoroacetate), Cl (HCl), C[O-].[Na+] (sodium methoxide), C(C)(=O)C=1SC(=CC1)Cl (2-acetyl-5-chlorothiophene). Run in CCOCC (ether), CCOCC (ether), C1CCOC1 (THF). Run at time 15.75 hour. The product is FC(C(CC(=O)C=1SC(=CC1)Cl)=O)F (4,4-difluoro-1-[5-chloro-2-thienyl]-butane-1,3-dione). Yield: 97.2%. As a reaction SMILES: [F:1][CH:2]([F:8])[C:3]([O:5]CC)=O.C[O-].[Na+].[C:12]([C:15]1[S:16][C:17]([Cl:20])=[CH:18][CH:19]=1)(=[O:14])[CH3:13].Cl>CCOCC.C1COCC1>[F:8][CH:2]([F:1])[C:3](=[O:5])[CH2:13][C:12]([C:15]1[S:16][C:17]([Cl:20])=[CH:18][CH:19]=1)=[O:14] |f:1.2|. Procedure details: Ethyl difluoroacetate (3.51 g, 28.3 mmol) was placed in a 100 mL round bottom flask and dissolved in ether (10 mL). To the stirred solution was added 25 weight % sodium methoxide (6.12 g, 28.3 mmol) followed by 2-acetyl-5-chlorothiophene (4.12 g, 25.6 mmol). A pink precipitate formed after 5 minutes which was dissolved by adding ether (10 mL) and THF (10 mL) to the reaction. The reaction was stirred at room temperature overnight (15.75 hours), then treated with 3N HCl (15 mL). The organic layer ... Reactants: C(C)(C)(C)OC(=O)N1CC2=CC(=C(C=C2C1)OCC)C(F)(F)F (5-ethoxy-6-trifluoromethyl-1,3-dihydro-isoindole-2-carboxylic acid tert-butyl ester), Cl (hydrochloric acid). Yields the product Cl.C(C)OC=1C=C2CNCC2=CC1C(F)(F)F (5-Ethoxy-6-trifluoromethyl-2,3-dihydro-1H-isoindole hydrochloride). As a reaction SMILES: C(OC([N:8]1[CH2:16][C:15]2[C:10](=[CH:11][C:12]([C:20]([F:23])([F:22])[F:21])=[C:13]([O:17][CH2:18][CH3:19])[CH:14]=2)[CH2:9]1)=O)(C)(C)C.[ClH:24]>>[ClH:24].[CH2:18]([O:17][C:13]1[CH:14]=[C:15]2[C:10](=[CH:11][C:12]=1[C:20]([F:23])([F:21])[F:22])[CH2:9][NH:8][CH2:16]2)[CH3:19] |f:2.3|. Reported procedure: Prepared in analogy to Example A3(e) from 5-ethoxy-6-trifluoromethyl-1,3-dihydro-isoindole-2-carboxylic acid tert-butyl ester and hydrochloric acid. White solid. MS (m/e): 232.1 ([M+H]+, 100%). Starting materials: IC1=CC=C(C=C1)C1=CN=C(N1)[C@H](C(C)C)N1C(N[C@@H](C1=O)CCC(=O)O)=O (3-((R)-1-{(S)-1-[5-(4-iodo-phenyl)-1H-imidazol-2-yl]-2-methyl-propyl}-2,5-dioxo-imidazolidin-4-yl)-propionic acid), C(C)[Mg]Br (ethylmagnesium bromide), C(C)(C)(C)OC(=O)N[C@@H](C(=O)O)C1=CC=C(C=C1)OCC(N(C)C)=O ((R)-tert-butoxycarbonylamino-(4-dimethylcarbamoylmethoxy-phenyl)-acetic acid), ClC1=C(C=CC(=C1)I)I (2-chloro-1,4-diiodo-benzene), C1(CC1)C[C@@H]1C(N(C(N1)=O)[C@@H]([C@@H](C)C1=CC=CC=C1)C=1NC(=C(N1)C)C1=C(C=C(C=C1)I)F)=O ((R)-5-Cyclopropylmethyl-3-{(1S,2S)-1-[5-(2-fluoro-4-iodo-phenyl)-4-methyl-1H-imidazol-2-yl]-2-phenyl-propyl}-imidazolidine-2,4-dione), ClN1C(CCC1=O)=O (N-chlorosuccinimide). Yields the product ClC1=C(C=CC(=C1)I)C1=C(N=C(N1)[C@H]([C@@H](C)C1=CC=CC=C1)N1C(N[C@@H](C1=O)C1=CC=C(C=C1)OCCO)=O)C ((R)-3-{(1S,2S)-1-[5-(2-Chloro-4-iodo-phenyl)-4-methyl-1H-imidazol-2-yl]-2-phenyl-propyl}-5-[4-(2-hydroxy-ethoxy)-phenyl]-imidazolidine-2,4-dione). Reaction SMILES: IC1C=CC(C2NC([C@@H](N3C(=O)[C@@H](CCC(O)=O)NC3=O)C(C)C)=NC=2)=CC=1.[Cl:29][C:30]1[CH:35]=[C:34]([I:36])[CH:33]=[CH:32][C:31]=1I.C1(C[C@H]2NC(=O)[N:44]([C@H:48]([C:57]3[NH:58][C:59]([C:63]4C=CC(I)=CC=4F)=[C:60](C)[N:61]=3)[C@H:49]([C:51]3[CH:56]=[CH:55][CH:54]=[CH:53][CH:52]=3)[CH3:50])C2=O)CC1.C([Mg]Br)C.C(O[C:81]([NH:83][C@H:84]([C:88]1[CH:93]=[CH:92][C:91]([O:94][CH2:95][C:96](=[O:100])N(C)C)=[CH:90][CH:89]=1)[C:85]([OH:87])=O)=[O:82])(C)(C)C.ClN1C(=O)CCC1=O>>[Cl:29][C:30]1[CH:35]=[C:34]([I:36])[CH:33]=[CH:32][C:31]=1[C:60]1[NH:61][C:57]([C@@H:48]([N:44]2[C:85](=[O:87])[C@@H:84]([C:88]3[CH:89]=[CH:90][C:91]([O:94][CH2:95][CH2:96][OH:100])=[CH:92][CH:93]=3)[NH:83][C:81]2=[O:82])[C@H:49]([C:51]2[CH:56]=[CH:55][CH:54]=[CH:53][CH:52]=2)[CH3:50])=[N:58][C:59]=1[CH3:63]. Procedure: Prepared by the same method as described in example 1 except that (i) in step 94-A 2-chloro-1,4-diiodo-benzene was used in place of 2-fluoro-1,4-diiodo-benzene; (ii) in step 93-B ethylmagnesium bromide was used in place of methylmagnesium chloride and (iii) chlorination of the 5-position of the imidazole ring with N-chlorosuccinimide in step 94-F was omitted. HR-MS: calcd for C30H28ClIN4O4 [M+H+] 671.0917. Found 671.0917.